This data is from the Open Reaction Database (ORD), a public repository of structured organic reaction records. The task is: describe an organic reaction: reactants, conditions, products, and yield Starting materials: C1(=CC=CC=C1)C1OC(CN1C(C)C)COC1=CC=C(C=C1)CCOCC1CC1 (2-Phenyl-3-isopropyl-5-[[4-[2-(cyclopropylmethoxy)ethyl]phenoxy]methyl]oxazolidine). The solvent is C(C)(C)O (isopropanol), Cl (hydrochloric acid). Run at time 16 hour. Yields the product CC(C)NCC(COC=1C=CC(=CC1)CCOCC2CC2)O (betaxolol). As a reaction SMILES: C1(C2[N:11]([CH:12]([CH3:14])[CH3:13])[CH2:10][CH:9]([CH2:15][O:16][C:17]3[CH:22]=[CH:21][C:20]([CH2:23][CH2:24][O:25][CH2:26][CH:27]4[CH2:29][CH2:28]4)=[CH:19][CH:18]=3)[O:8]2)C=CC=CC=1>C(O)(C)C.Cl>[CH3:14][CH:12]([NH:11][CH2:10][CH:9]([OH:8])[CH2:15][O:16][C:17]1[CH:22]=[CH:21][C:20]([CH2:23][CH2:24][O:25][CH2:26][CH:27]2[CH2:29][CH2:28]2)=[CH:19][CH:18]=1)[CH3:13]. Procedure: 2.25 g of 2-Phenyl-3-isopropyl-5-[[4-[2-(cyclopropyl methoxy)ethyl]phenoxy]methyl]oxazolidine from Example 4 was dissolved in a mixture of 10 mLs isopropanol, 10 mLs 5% aqueous hydrochloric acid. It was stirred at room temperature for 16 hrs. The isopropanol was removed under reduced pressure and 30 mLs 1% hydrochloric acid was added. The aqueous phase was washed with 15 mLs of toluene then basified and extracted twice with 10 mL portions of toluene. After removal of the solvent under reduced pr... Reported procedure: A sample of 6-methyl-7-bromo-1 H-indole-3-ethanamine was contacted with Pd/C H2 in the presence of ethanol and triethylamine. The resulting material was evaporated and partitioned between base/CHCl3. The organic phase was dried, concentrated, and dried. The resulting material was taken up into methanol and added to ethereal HCl. The resulting material was washed and vacuum dried. Reaction SMILES: [CH3:1][C:2]1[C:10](Br)=[C:9]2[C:5]([C:6]([CH2:12][CH2:13][NH2:14])=[CH:7][NH:8]2)=[CH:4][CH:3]=1.C(O)C>C(N(CC)CC)C>[CH3:1][C:2]1[CH:10]=[C:9]2[C:5]([C:6]([CH2:12][CH2:13][NH2:14])=[CH:7][NH:8]2)=[CH:4][CH:3]=1. Starting materials: CC1=CC=C2C(=CNC2=C1Br)CCN (6-methyl-7-bromo-1 H-indole-3-ethanamine), Pd/C H2, C(C)O (ethanol). Run in C(C)N(CC)CC (triethylamine). Yields the product CC1=CC=C2C(=CNC2=C1)CCN (6-methyl-1 H-indole-3-ethanamine).